Dataset: the Open Reaction Database (ORD), a public repository of structured organic reaction records. Task: describe an organic reaction: reactants, conditions, products, and yield The reactants are O=[N+]([O-])[O-].[O-][N+]([O-])=O.[O-][N+]([O-])=O.[O-][N+]([O-])=O.[O-][N+]([O-])=O.[O-][N+]([O-])=O.[Ce+4].[NH4+].[NH4+] (CAN), COC1=C2CC(CC2=C(C(=C1OC)OC)OC)CCCCOC1=CC=C(C=C1)C(=O)N1CCOCC1 (4,5,6,7-tetramethoxy-2-[4-[4-(morpholinocarbonyl)phenoxy]butyl]indan), N1=C(C=CC=C1C(=O)O)C(=O)O (pyridine-2,6-dicarboxylic acid), C1CCOC1 (THF). The solvent is O (water), O (water), O (water). Reaction conditions: time 15 minute. The product is COC=1C(C=2CC(CC2C(C1OC)=O)CCCCOC1=CC=C(C=C1)C(=O)N1CCOCC1)=O (5,6-Dimethoxy-2-[4-[4-(morpholinocarbonyl)phenoxy]butyl]indan-4,7-dione). Isolated yield 68.5%. RXN SMILES: C[O:2][C:3]1[C:11]([O:12][CH3:13])=[C:10]([O:14][CH3:15])[C:9]([O:16]C)=[C:8]2[C:4]=1[CH2:5][CH:6]([CH2:18][CH2:19][CH2:20][CH2:21][O:22][C:23]1[CH:28]=[CH:27][C:26]([C:29]([N:31]3[CH2:36][CH2:35][O:34][CH2:33][CH2:32]3)=[O:30])=[CH:25][CH:24]=1)[CH2:7]2.N1C(C(O)=O)=CC=CC=1C(O)=O.C1COCC1.O=[N+]([O-])[O-].[O-][N+](=O)[O-].[O-][N+](=O)[O-].[O-][N+](=O)[O-].[O-][N+](=O)[O-].[O-][N+](=O)[O-].[Ce+4].[NH4+].[NH4+]>O>[CH3:13][O:12][C:11]1[C:3](=[O:2])[C:4]2[CH2:5][CH:6]([CH2:18][CH2:19][CH2:20][CH2:21][O:22][C:23]3[CH:28]=[CH:27][C:26]([C:29]([N:31]4[CH2:36][CH2:35][O:34][CH2:33][CH2:32]4)=[O:30])=[CH:25][CH:24]=3)[CH2:7][C:8]=2[C:9](=[O:16])[C:10]=1[O:14][CH3:15] |f:3.4.5.6.7.8.9.10.11|. Reported procedure: To a mixture of 4,5,6,7-tetramethoxy-2-[4-[4-(morpholinocarbonyl)phenoxy]butyl]indan (1.50 g), pyridine-2,6-dicarboxylic acid (1.60 g), THF (30 ml), and water (15 ml) was added an water (15 ml) solution of CAN (7.02 g) with cooling with ice. After being stirred for 15 min, the reaction mixture was diluted with water and extracted with ethyl acetate. The organic layer was washed with water and saturated aqueous sodium chloride and dried. The solvent was removed in vacuo. The residue was recrystal... Reactants: C(C)OC(=O)NC1=C(OC2=C1C=CC(=C2)OCC2=CC=CC=C2)C(=O)O (3-[(ethoxycarbonyl)amino]-6-(phenylmethoxy)benzofuran-2-carboxylic acid). Solvent: C(C)(=O)OCC (ethyl acetate). Conditions: time 5 minute. Product: C1(=CC=CC=C1)COC1=CC2=C(C(=CO2)NC(OCC)=O)C=C1 (Ethyl [6-(phenylmethoxy)benzofuran-3-yl]carbamate). Yield: 73.0%. RXN SMILES: [CH2:1]([O:3][C:4]([NH:6][C:7]1[C:11]2[CH:12]=[CH:13][C:14]([O:16][CH2:17][C:18]3[CH:23]=[CH:22][CH:21]=[CH:20][CH:19]=3)=[CH:15][C:10]=2[O:9][C:8]=1C(O)=O)=[O:5])[CH3:2]>C(OCC)(=O)C>[C:18]1([CH2:17][O:16][C:14]2[CH:13]=[CH:12][C:11]3[C:7]([NH:6][C:4](=[O:5])[O:3][CH2:1][CH3:2])=[CH:8][O:9][C:10]=3[CH:15]=2)[CH:19]=[CH:20][CH:21]=[CH:22][CH:23]=1. Procedure details: A reactor containing 38.6 g (0.11 mol) of 3-[(ethoxycarbonyl)amino]-6-(phenylmethoxy)benzofuran-2-carboxylic acid under nitrogen is immersed in an oil bath at 185-190° C. for 5 minutes. The residue is then taken up in ethyl acetate and the solution is then washed with an aqueous potassium hydrogencarbonate solution and then with a saturated aqueous sodium chloride solution. The organic phase is then dried over sodium sulphate, the solvent is evaporated and the residue is purified on a silica col... The reactants are COc1cc(-c2cccc(Cl)c2)c2cc(Br)ccc2n1, C1CCOC1, [Li]CCCC, CCCCCC, CON(C)C(=O)c1ccc(I)cc1, O. Product: COc1cc(-c2cccc(Cl)c2)c2cc(C(=O)c3ccc(I)cc3)ccc2n1. RXN SMILES: [Br:12][c:13]1[cH:14][c:15]2[c:16](-[c:25]3[cH:26][c:27]([Cl:31])[cH:28][cH:29][cH:30]3)[cH:17][c:18]([O:23][CH3:24])[n:19][c:20]2[cH:21][cH:22]1.[CH2:45]1[O:46][CH2:47][CH2:48][CH2:49]1.[CH3:1][CH2:2][CH2:3][CH2:4][Li:5].[CH3:6][CH2:7][CH2:8][CH2:9][CH2:10][CH3:11].[I:32][c:33]1[cH:34][cH:35][c:36]([C:37](=[O:38])[N:39]([O:40][CH3:41])[CH3:42])[cH:43][cH:44]1.[OH2:50]>>[c:13]1([C:37]([c:36]2[cH:35][cH:34][c:33]([I:32])[cH:44][cH:43]2)=[O:38])[cH:14][c:15]2[c:16](-[c:25]3[cH:26][c:27]([Cl:31])[cH:28][cH:29][cH:30]3)[cH:17][c:18]([O:23][CH3:24])[n:19][c:20]2[cH:21][cH:22]1. Starting materials: CC1CN(CCCC(C#N)c2ccc(Cl)cc2)CC(C)O1, ClCn1cncn1, [H-], [Na+], CN(C)C=O. Yields the product CC1CN(CCCC(C#N)(Cn2cncn2)c2ccc(Cl)cc2)CC(C)O1. RXN SMILES: [Cl:1][c:2]1[cH:3][cH:4][c:5]([CH:8]([C:9]#[N:10])[CH2:11][CH2:12][CH2:13][N:14]2[CH2:15][CH:16]([CH3:21])[O:17][CH:18]([CH3:20])[CH2:19]2)[cH:6][cH:7]1.[Cl:22][CH2:23][n:24]1[n:25][cH:26][n:27][cH:28]1.[H-:29].[Na+:30].[O:31]=[CH:32][N:33]([CH3:34])[CH3:35]>>[Cl:1][c:2]1[cH:3][cH:4][c:5]([C:8]([C:9]#[N:10])([CH2:11][CH2:12][CH2:13][N:14]2[CH2:15][CH:16]([CH3:21])[O:17][CH:18]([CH3:20])[CH2:19]2)[CH2:23][n:24]2[n:25][cH:26][n:27][cH:28]2)[cH:6][cH:7]1. Starting materials: Clc1ncnc2c1CCN(Cc1ccccc1)C2, Nc1ccc(C(F)(F)F)nc1, I, C1COCCO1, O. Product: FC(F)(F)c1ccc(Nc2ncnc3c2CCN(Cc2ccccc2)C3)cn1. Reaction SMILES: [CH2:1]([c:2]1[cH:3][cH:4][cH:5][cH:6][cH:7]1)[N:8]1[CH2:9][c:10]2[n:11][cH:12][n:13][c:14]([Cl:18])[c:15]2[CH2:16][CH2:17]1.[F:19][C:20]([c:21]1[cH:22][cH:23][c:24]([NH2:27])[cH:25][n:26]1)([F:28])[F:29].[IH:30].[O:32]1[CH2:33][CH2:34][O:35][CH2:36][CH2:37]1.[OH2:31]>>[CH2:1]([c:2]1[cH:3][cH:4][cH:5][cH:6][cH:7]1)[N:8]1[CH2:9][c:10]2[n:11][cH:12][n:13][c:14]([NH:27][c:24]3[cH:23][cH:22][c:21]([C:20]([F:19])([F:28])[F:29])[n:26][cH:25]3)[c:15]2[CH2:16][CH2:17]1.